This data is from the Open Reaction Database (ORD), a public repository of structured organic reaction records. The task is: describe an organic reaction: reactants, conditions, products, and yield The reactants are ClC(=O)OC(C)C (Isopropyl chloroformate), Cl.COC=1C=C2CC=3C(=NNC3NC3=CC(=CC=C3)F)C2=CC1OC ((6,7-Dimethoxy-2,4-dihydro-indeno[1,2-c]pyrazol-3-yl)-(3-fluoro-phenyl)-amine HCl), Cl.COC=1C=C2CC=3C(=NNC3NC3=CC(=CC=C3)F)C2=CC1OC ((6,7-Dimethoxy-2,4-dihydro-indeno[1,2-c]pyrazol-3-yl)-(3-fluoro-phenyl)-amine HCl), C(C)(C)NC(C)C (Diisopropyl amine). The solvent is C1CCOC1 (THF). Conditions: time 8 hour. Yields the product C(C)(C)OC(=O)N1N=C(C2=C1C1=CC(=C(C=C1C2)OC)OC)NC2=CC(=CC=C2)F (3-(3-Fluoro-phenylamino)-6,7-dimethoxy-4H-indeno[1,2-c]pyrazole-1-carboxylic acid isopropyl ester). Reaction SMILES: Cl.[CH3:2][O:3][C:4]1[CH:5]=[C:6]2[C:21](=[CH:22][C:23]=1[O:24][CH3:25])[C:9]1=[N:10][NH:11][C:12]([NH:13][C:14]3[CH:19]=[CH:18][CH:17]=[C:16]([F:20])[CH:15]=3)=[C:8]1[CH2:7]2.C(NC(C)C)(C)C.Cl[C:34]([O:36][CH:37]([CH3:39])[CH3:38])=[O:35]>C1COCC1>[CH:37]([O:36][C:34]([N:10]1[C:9]2[C:21]3[C:6]([CH2:7][C:8]=2[C:12]([NH:13][C:14]2[CH:19]=[CH:18][CH:17]=[C:16]([F:20])[CH:15]=2)=[N:11]1)=[CH:5][C:4]([O:3][CH3:2])=[C:23]([O:24][CH3:25])[CH:22]=3)=[O:35])([CH3:39])[CH3:38] |f:0.1|. Procedure details: A solution of (6,7-Dimethoxy-2,4-dihydro-indeno[1,2-c]pyrazol-3-yl)-(3-fluoro-phenyl)-amine HCl (Compound 14) (0.50 g, 0.0014 mole), THF (10 mL), and Diisopropyl amine (0.512 mL, 0.00295 mole) was stirred until the solid completely dissolved. Isopropyl chloroformate (1.5 mL, 0.0015 mole) was added slowly at room temperature. The reaction mixture was stirred at room temperature overnight. The solvent was removed in vacuo from the resulting organics. Attempt to separate resulting isomers with reve...